From a dataset of the Open Reaction Database (ORD), a public repository of structured organic reaction records. describe an organic reaction: reactants, conditions, products, and yield Reactants: BrC=C1C=CC(O1)=O (5-bromomethylene-2(5H)furanone), S1C(=CC=C1)B(O)O (2-thiopheneboronic acid), [F-].[Cs+] (cesium fluoride). The reagents and catalysts are [I-].C(CCC)[N+](CCCC)(CCCC)CCCC (tetrabutylammonium iodide), Cl[Pd]([P](C1=CC=CC=C1)(C2=CC=CC=C2)C3=CC=CC=C3)([P](C4=CC=CC=C4)(C5=CC=CC=C5)C6=CC=CC=C6)Cl (trans-dichlorobis(triphenylphosphine)palladium). The solvent is C1(=CC=CC=C1)C (toluene), O (water), [Cl-].[Na+].O (brine). Yields the product S1C(=CC=C1)\C=C/1\C=CC(O1)=O ((Z)-5-(Thiophen-2-ylmethylene)furan-2-(5H)-one). As a reaction SMILES: Br[CH:2]=[C:3]1[O:7][C:6](=[O:8])[CH:5]=[CH:4]1.[S:9]1[CH:13]=[CH:12][CH:11]=[C:10]1B(O)O.[F-].[Cs+]>[I-].C([N+](CCCC)(CCCC)CCCC)CCC.C1(C)C=CC=CC=1.O.[Cl-].[Na+].O.Cl[Pd](Cl)([P](C1C=CC=CC=1)(C1C=CC=CC=1)C1C=CC=CC=1)[P](C1C=CC=CC=1)(C1C=CC=CC=1)C1C=CC=CC=1>[S:9]1[CH:13]=[CH:12][CH:11]=[C:10]1/[CH:2]=[C:3]1/[CH:4]=[CH:5][C:6](=[O:8])[O:7]/1 |f:2.3,4.5,8.9.10,^1:50,69|. Procedure details: A mixture containing 5-bromomethylene-2(5H)furanone (0.175 g, 1 mmol), 2-thiopheneboronic acid (0.154 g, 1.2 mmol), trans-dichlorobis(triphenylphosphine)palladium (II) (0.035 g, 0.05 mmol), tetrabutylammonium iodide (0.018 g, 0.05 mmol) and cesium fluoride (0.456 g, 3 mmol) in toluene (10 mL) and water (10 mL) were stirred at reflux for 24 hours under nitrogen. After cooling, brine (50 mL) was added and the product extracted with ethyl acetate (50 mL×3). The organic fractions were combined, wash... Reactants: CCCCc1nc2c(C)ccc(OCCCCCn3cnc4ccccc43)c2n1Cc1ccc(-c2ccccc2C(=O)OC(C)(C)C)cc1, ClCCl, O=C(O)C(F)(F)F. Yields the product CCCCc1nc2c(C)ccc(OCCCCCn3cnc4ccccc43)c2n1Cc1ccc(-c2ccccc2C(=O)O)cc1. As a reaction SMILES: [CH2:1]([CH2:2][CH2:3][CH3:4])[c:5]1[n:6][c:7]2[c:8]([n:9]1[CH2:10][c:11]1[cH:12][cH:13][c:14](-[c:17]3[c:18]([C:23](=[O:24])[O:25][C:26]([CH3:27])([CH3:28])[CH3:29])[cH:19][cH:20][cH:21][cH:22]3)[cH:15][cH:16]1)[c:30]([O:35][CH2:36][CH2:37][CH2:38][CH2:39][CH2:40][n:41]1[cH:42][n:43][c:44]3[c:45]1[cH:46][cH:47][cH:48][cH:49]3)[cH:31][cH:32][c:33]2[CH3:34].[CH2:57]([Cl:58])[Cl:59].[OH:50][C:51]([C:52]([F:53])([F:54])[F:55])=[O:56]>>[CH2:1]([CH2:2][CH2:3][CH3:4])[c:5]1[n:6][c:7]2[c:8]([n:9]1[CH2:10][c:11]1[cH:12][cH:13][c:14](-[c:17]3[c:18]([C:23](=[O:24])[OH:25])[cH:19][cH:20][cH:21][cH:22]3)[cH:15][cH:16]1)[c:30]([O:35][CH2:36][CH2:37][CH2:38][CH2:39][CH2:40][n:41]1[cH:42][n:43][c:44]3[c:45]1[cH:46][cH:47][cH:48][cH:49]3)[cH:31][cH:32][c:33]2[CH3:34]. Reactants: O=CC(O)C(O)C(O)CO, O=CC(O)C(O)C(O)CO. Product: O=CC(O)C(O)C(O)C(O)CO. Reaction SMILES: [O:11]=[CH:12][CH:13]([CH:14]([CH:15]([CH2:16][OH:17])[OH:18])[OH:19])[OH:20].[O:1]=[CH:2][CH:3]([OH:4])[CH:5]([OH:6])[CH:7]([OH:8])[CH2:9][OH:10]>>[O:1]=[CH:2][CH:3]([OH:4])[CH:5]([OH:6])[CH:7]([OH:8])[CH:9]([OH:10])[CH2:12][OH:11].